From a dataset of the Open Reaction Database (ORD), a public repository of structured organic reaction records. describe an organic reaction: reactants, conditions, products, and yield The reactants are C(C)(=O)OCC=1C(=NC=CC1C=1C=C(C(N(C1)C)=O)NC=1SC=2CN(CCC2N1)C(=O)OC(C)(C)C)N1C(C2=CC=3CC(CC3N2CC1)(C)C)=O (tert-Butyl 2-[(5-{3-[(Acetoxy)methyl]-2-{4,4-dimethyl-9-oxo-1,10-diazatricyclo[6.4.0.02,6]dodeca-2(6),7-dien-10-yl}pyridin-4-yl}-1-methyl-2-oxo-1,2-dihydropyridin-3-yl)amino]-4H,5H,6H,7H-[1,3]thiazolo[5,4-c]pyridine-5-carboxylate), Cl (HCl). Run in C(C)(=O)OCC (ethyl acetate), C(C)(=O)OCC (ethyl acetate). Run at time 1 hour. Product: C(C)(=O)OCC=1C(=NC=CC1C1=CN(C(C(=C1)NC=1SC=2CNCCC2N1)=O)C)N1C(C2=CC=3CC(CC3N2CC1)(C)C)=O ((2-{4,4-Dimethyl-9-oxo-1,10-diazatricyclo[6.4.0.02,6]dodeca-2(6),7-dien-10-yl}-4-[1-methyl-6-oxo-5-({4H,5H,6H,7H-[1,3]thiazolo[5,4-c]pyridin-2-yl}amino)-1,6-dihy-dropyridin-3-yl]pyridin-3-yl)methyl Acetate). The yield is 95.2%. Reaction SMILES: [C:1]([O:4][CH2:5][C:6]1[C:7]([N:37]2[CH2:48][CH2:47][N:46]3[C:39](=[CH:40][C:41]4[CH2:42][C:43]([CH3:50])([CH3:49])[CH2:44][C:45]=43)[C:38]2=[O:51])=[N:8][CH:9]=[CH:10][C:11]=1[C:12]1[CH:13]=[C:14]([NH:20][C:21]2[S:22][C:23]3[CH2:24][N:25](C(OC(C)(C)C)=O)[CH2:26][CH2:27][C:28]=3[N:29]=2)[C:15](=[O:19])[N:16]([CH3:18])[CH:17]=1)(=[O:3])[CH3:2].Cl>C(OCC)(=O)C>[C:1]([O:4][CH2:5][C:6]1[C:7]([N:37]2[CH2:48][CH2:47][N:46]3[C:39](=[CH:40][C:41]4[CH2:42][C:43]([CH3:50])([CH3:49])[CH2:44][C:45]=43)[C:38]2=[O:51])=[N:8][CH:9]=[CH:10][C:11]=1[C:12]1[CH:13]=[C:14]([NH:20][C:21]2[S:22][C:23]3[CH2:24][NH:25][CH2:26][CH2:27][C:28]=3[N:29]=2)[C:15](=[O:19])[N:16]([CH3:18])[CH:17]=1)(=[O:3])[CH3:2]. Procedure details: To a solution of 233b (220 mg, 0.308 mmol) in ethyl acetate (5 mL) was added a solution of HCl in ethyl acetate (0.123 mL, 2.5M, 0.308 mmol). The mixture was stirred at room temperature for 1 h. It was then concentrated under reduced pressure to afford 233c (180 mg, crude), which was used directly for next step without further purification. MS-ESI: [M+H]+ 614.3